This data is from the Open Reaction Database (ORD), a public repository of structured organic reaction records. The task is: describe an organic reaction: reactants, conditions, products, and yield Starting materials: 4A, C(C)(C)(C)O (tert-butanol), BrC=1N=C2N(CCC(C2)C(=O)O)C1 (2-bromo-5,6,7,8-tetrahydroimidazo[1,2-a]pyridine-7-carboxylic acid), [N-]=[N+]=[N-].P(=O)(OC1=CC=CC=C1)(OC1=CC=CC=C1)[O-] (diphenyl phosphate azide). Run in C(C)N(CC)CC (triethylamine). Reaction conditions: time 30 minute. Product: BrC=1N=C2N(CCC(C2)NC(OC(C)(C)C)=O)C1 (tert-butyl (2-bromo-5,6,7,8-tetrahydroimidazo[1,2-a]pyridin-7-yl)carbamate). RXN SMILES: [C:1]([OH:5])([CH3:4])([CH3:3])[CH3:2].[Br:6][C:7]1[N:8]=[C:9]2[CH2:14][CH:13](C(O)=O)[CH2:12][CH2:11][N:10]2[CH:18]=1.[N-:19]=[N+]=[N-].P([O-])([O:31][C:32]1C=CC=CC=1)(OC1C=CC=CC=1)=O>C(N(CC)CC)C>[Br:6][C:7]1[N:8]=[C:9]2[CH2:14][CH:13]([NH:19][C:32](=[O:31])[O:5][C:1]([CH3:4])([CH3:3])[CH3:2])[CH2:12][CH2:11][N:10]2[CH:18]=1 |f:2.3|. Reported procedure: Molecular Sieves 4A (6 g) was added to a tert-butanol (45 ml) solution of the 2-bromo-5,6,7,8-tetrahydroimidazo[1,2-a]pyridine-7-carboxylic acid (3.1 g) obtained in (Example 2.7) <Step 3> and triethylamine (9.7 ml), and the obtained mixture was then stirred at room temperature for 30 minutes. Thereafter, diphenyl phosphate azide (3.8 ml) was added to the reaction solution, and the obtained mixture was stirred for 30 minutes and then at 110° C. for 4 hours. Thereafter, the reaction solution was f... The reactants are O=C(O)C1CCCCN1C(=O)OCc1ccccc1, CCN=C=NCCCCN(C)C, CN1CCOCC1, ClCCl, Cl, NCC(=O)c1ccccc1, O, On1nnc2ccccc21. The product is O=C(CNC(=O)C1CCCCN1C(=O)OCc1ccccc1)c1ccccc1. Reaction SMILES: [C:1](=[O:2])([O:3][CH2:4][c:5]1[cH:6][cH:7][cH:8][cH:9][cH:10]1)[N:11]1[CH:12]([C:17](=[O:18])[OH:19])[CH2:13][CH2:14][CH2:15][CH2:16]1.[CH3:41][N:42]([CH3:43])[CH2:44][CH2:45][CH2:46][CH2:47][N:48]=[C:49]=[N:50][CH2:51][CH3:52].[CH3:53][N:54]1[CH2:55][CH2:56][O:57][CH2:58][CH2:59]1.[Cl:60][CH2:61][Cl:62].[ClH:20].[NH2:21][CH2:22][C:23](=[O:24])[c:25]1[cH:26][cH:27][cH:28][cH:29][cH:30]1.[OH2:63].[OH:31][n:32]1[c:33]2[c:34]([cH:35][cH:36][cH:37][cH:38]2)[n:39][n:40]1>>[C:1](=[O:2])([O:3][CH2:4][c:5]1[cH:6][cH:7][cH:8][cH:9][cH:10]1)[N:11]1[CH:12]([C:17](=[O:19])[NH:21][CH2:22][C:23](=[O:24])[c:25]2[cH:26][cH:27][cH:28][cH:29][cH:30]2)[CH2:13][CH2:14][CH2:15][CH2:16]1.